Dataset: the Open Reaction Database (ORD), a public repository of structured organic reaction records. Task: describe an organic reaction: reactants, conditions, products, and yield Reactants: HRuCl(CO)(PPh3)3, C1(=CC=CC=C1)P(C1=CC=CC=C1)C1=CC=CC=C1 (triphenylphosphine), C(CCCCCCCCC)(=O)O (decanoic acid), C(CCC)OCC=CC (1-butoxybut-2-ene), C(CCC)O (n-butanol). The reagents and catalysts are catalyst. The product is C(CCC)OC(CCC)OCCCC (1,1-dibutoxybutane), C(CCC)OC=CCC (1-butoxybut-1-ene). Reaction SMILES: C1(P(C2C=CC=CC=2)C2C=CC=CC=2)C=CC=CC=1.[C:20](O)(=[O:30])[CH2:21][CH2:22][CH2:23]CCCCCC.[CH2:32]([O:36][CH2:37][CH:38]=[CH:39][CH3:40])[CH2:33][CH2:34][CH3:35].C(O)CCC>>[CH2:37]([O:36][CH:32]([O:30][CH2:20][CH2:21][CH2:22][CH3:23])[CH2:33][CH2:34][CH3:35])[CH2:38][CH2:39][CH3:40].[CH2:37]([O:36][CH:32]=[CH:33][CH2:34][CH3:35])[CH2:38][CH2:39][CH3:40]. Reported procedure: A glass autoclave was filled with 0.022 g of the catalyst HRuCl(CO)(PPh3)3, 0.031 g of triphenylphosphine, 0.005 g of decanoic acid, 3.18 g (24.8 mmol) of 1-butoxybut-2-ene and 1.83 g (24.8 mmol) of n-butanol. After a reaction time of 16 hours at 160° C. under autogenous pressure, the reaction mixture was analyzed by means of calibrated gas chromatography. At a conversion rate of 85%, 1,1-dibutoxybutane was formed with a selectivity of 85.1% and 1-butoxybut-1-ene with a selectivity of 10.1%. Starting materials: [C@H]12CNCC[C@@H]2CN1C(=O)C1=C(C=CC=C1)C1=NC(=NO1)C ((1S,6R)-3,8-Diazabicyclo[4.2.0]octan-8-yl(2-(3-methyl-1,2,4-oxadiazol-5-yl)phenyl)methanone), ClC1=NC(=CC(=N1)C)C (2-chloro-4,6-dimethylpyrimidine), CCN(C(C)C)C(C)C (DIPEA). Run in C(C)#N (ACN). Conditions: temperature 200 celsius. Product: CN(C1=NC=NC(=C1)N1C[C@H]2N(C[C@H]2CC1)C(=O)C1=C(C=CC=C1)C1=NC(=NO1)C)C (N,N-Dimethyl-6-[(1S,6R)-8-{[2-(3-methyl-1,2,4-oxadiazol-5-yl)phenyl]carbonyl}-3,8-diazabicyclo[4.2.0]oct-3-yl]pyrimidin-4-amine). Isolated yield 54.7%. RXN SMILES: [C@H:1]12[N:8]([C:9]([C:11]3[CH:16]=[CH:15][CH:14]=[CH:13][C:12]=3[C:17]3[O:21][N:20]=[C:19]([CH3:22])[N:18]=3)=[O:10])[CH2:7][C@H:6]1[CH2:5][CH2:4][NH:3][CH2:2]2.Cl[C:24]1[N:29]=[C:28](C)[CH:27]=[C:26](C)[N:25]=1.C[CH2:33][N:34](C(C)C)[CH:35](C)C>C(#N)C>[CH3:33][N:34]([CH3:35])[C:26]1[CH:27]=[C:28]([N:3]2[CH2:4][CH2:5][C@H:6]3[C@H:1]([N:8]([C:9]([C:11]4[CH:16]=[CH:15][CH:14]=[CH:13][C:12]=4[C:17]4[O:21][N:20]=[C:19]([CH3:22])[N:18]=4)=[O:10])[CH2:7]3)[CH2:2]2)[N:29]=[CH:24][N:25]=1. Reported procedure: A mixture of Intermediate 12 (50 mg, 0.17 mmol), 2-chloro-4,6-dimethylpyrimidine (24 mg, 0.17 mmol) and DIPEA (0.87 mL, 0.5 mmol) in ACN (1 mL) was heated in the microwave at 200° C. for 2 h. The mixture was concentrated in vacuo and chromatography (Hex to 100% EtOAc/Hex) to afford the desired product as a pale yellow foam (39 mg, 55%). MS (ESI) mass calculated for C22H25N7O2, 419.2; m/z found, 420.2. 1H NMR (500 MHz, CDCl3): 8.15 (s, 1H), 8.12-8.04 (m, 1H), 7.59-7.50 (m, 2H), 7.25-7.17 (m, 1H),... The reactants are C1(CC1)NC(C1=CC(=C(C=C1)C)N1C(C(=NC=C1)NC(C)(C)C1=C(C=CC=C1)O)=O)=O (N-Cyclopropyl-3-[3-[[1-(2-hydroxyphenyl)-1-methylethyl]amino]-2-oxo-1(2H)-pyrazinyl]-4-methyl-benzamide), C([O-])([O-])=O.[K+].[K+] (potassium carbonate), CC1=CC=C(C=C1)S(=O)(=O)OC[C@H]1NC(OC1)=O ((S)-(2-oxooxazolidin-4-yl)methyl 4-methylbenzenesulfonate). Run in C(C)#N (acetonitrile), O (water). Reaction conditions: temperature 80 celsius, time 16 hour. The product is C1(CC1)NC(C1=CC(=C(C=C1)C)N1C(C(=NC=C1)NC(C)(C1=C(C=CC=C1)OC[C@@H]1NC(OC1)=O)C)=O)=O (N-Cyclopropyl-4-methyl-3-[3-{[1-methyl-1-(2-{[(4S)-2-oxo-1,3-oxazolidin-4-yl]methoxy}phenyl)ethyl]amino}-2-oxopyrazin-1(2H)-yl]benzamide). Isolated yield 97.1%. As a reaction SMILES: [CH:1]1([NH:4][C:5](=[O:31])[C:6]2[CH:11]=[CH:10][C:9]([CH3:12])=[C:8]([N:13]3[CH:18]=[CH:17][N:16]=[C:15]([NH:19][C:20]([C:23]4[CH:28]=[CH:27][CH:26]=[CH:25][C:24]=4[OH:29])([CH3:22])[CH3:21])[C:14]3=[O:30])[CH:7]=2)[CH2:3][CH2:2]1.C(=O)([O-])[O-].[K+].[K+].CC1C=CC(S(O[CH2:49][C@@H:50]2[CH2:54][O:53][C:52](=[O:55])[NH:51]2)(=O)=O)=CC=1>C(#N)C.O>[CH:1]1([NH:4][C:5](=[O:31])[C:6]2[CH:11]=[CH:10][C:9]([CH3:12])=[C:8]([N:13]3[CH:18]=[CH:17][N:16]=[C:15]([NH:19][C:20]([CH3:22])([C:23]4[CH:28]=[CH:27][CH:26]=[CH:25][C:24]=4[O:29][CH2:49][C@H:50]4[CH2:54][O:53][C:52](=[O:55])[NH:51]4)[CH3:21])[C:14]3=[O:30])[CH:7]=2)[CH2:3][CH2:2]1 |f:1.2.3|. Procedure: A solution of N-cyclopropyl-3-(3-(2-(2-hydroxyphenyl)propan-2-ylamino)-2-oxopyrazin-1(2H)-yl)-4-methylbenzamide (Example 134, 0.5 g) in acetonitrile (10 mL) was treated with potassium carbonate (0.495 g) and (S)-(2-oxooxazolidin-4-yl)methyl 4-methylbenzenesulfonate (0.324 g) under nitrogen. The resulting mixture was stirred at 80° C. for 16 h. The reaction mixture was diluted with water, and extracted with DCM. The organic layer was dried (MgSO4), filtered and evaporated to afford the subtitle c... The reactants are Cc1ccccc1C(C)Oc1cc(-n2cnc3cnc(CO[Si](C)(C)C(C)(C)C)cc32)sc1C(N)=O, CCCC[N+](CCCC)(CCCC)CCCC, C1CCOC1, [F-]. Product: Cc1ccccc1C(C)Oc1cc(-n2cnc3cnc(CO)cc32)sc1C(N)=O. As a reaction SMILES: [C:1]([Si:2]([CH3:3])([CH3:4])[O:6][CH2:7][c:8]1[cH:9][c:10]2[c:11]([cH:12][n:13]1)[n:14][cH:15][n:16]2-[c:17]1[cH:18][c:19]([O:25][CH:26]([CH3:27])[c:28]2[c:29]([CH3:34])[cH:30][cH:31][cH:32][cH:33]2)[c:20]([C:22](=[O:23])[NH2:24])[s:21]1)([CH3:5])([CH3:35])[CH3:36].[CH2:38]([N+:39]([CH2:40][CH2:41][CH2:42][CH3:43])([CH2:44][CH2:45][CH2:46][CH3:47])[CH2:48][CH2:49][CH2:50][CH3:51])[CH2:52][CH2:53][CH3:54].[CH2:55]1[O:56][CH2:57][CH2:58][CH2:59]1.[F-:37]>>[OH:6][CH2:7][c:8]1[cH:9][c:10]2[c:11]([cH:12][n:13]1)[n:14][cH:15][n:16]2-[c:17]1[cH:18][c:19]([O:25][CH:26]([CH3:27])[c:28]2[c:29]([CH3:34])[cH:30][cH:31][cH:32][cH:33]2)[c:20]([C:22](=[O:23])[NH2:24])[s:21]1.